From a dataset of the Open Reaction Database (ORD), a public repository of structured organic reaction records. describe an organic reaction: reactants, conditions, products, and yield Starting materials: Cn1c(-c2cccc(OC(F)(F)F)c2)nc(Br)c1C(=O)N1CCC(N2CCCC2COC(=O)c2ccccc2)CC1, Cn1c(-c2cccc(OC(F)(F)F)c2)nc(Br)c1C(=O)O, C1CCOC1, CO, Cl, [Li+], O=C(OCC1CCCN1C1CCNCC1)c1ccccc1, [OH-]. Product: Cn1c(-c2cccc(OC(F)(F)F)c2)nc(Br)c1C(=O)N1CCC(N2CCCC2CO)CC1. As a reaction SMILES: [Br:1][c:2]1[c:3]([C:19](=[O:20])[N:21]2[CH2:22][CH2:23][CH:24]([N:27]3[CH:28]([CH2:32][O:33][C:34](=[O:35])[c:36]4[cH:37][cH:38][cH:39][cH:40][cH:41]4)[CH2:29][CH2:30][CH2:31]3)[CH2:25][CH2:26]2)[n:4]([CH3:18])[c:5](-[c:7]2[cH:8][c:9]([O:13][C:14]([F:15])([F:16])[F:17])[cH:10][cH:11][cH:12]2)[n:6]1.[Br:42][c:43]1[n:44][c:45](-[c:46]2[cH:47][cH:48][cH:49][c:50]([O:51][C:52]([F:53])([F:54])[F:55])[cH:56]2)[n:57]([CH3:58])[c:59]1[C:60]([OH:61])=[O:62].[CH2:87]1[O:88][CH2:89][CH2:90][CH2:91]1.[CH3:92][OH:93].[ClH:86].[Li+:85].[NH:63]1[CH2:64][CH2:65][CH:66]([N:67]2[CH2:68][CH2:69][CH2:70][CH:71]2[CH2:72][O:73][C:74](=[O:75])[c:76]2[cH:77][cH:78][cH:79][cH:80][cH:81]2)[CH2:82][CH2:83]1.[OH-:84]>>[Br:1][c:2]1[c:3]([C:19](=[O:20])[N:21]2[CH2:22][CH2:23][CH:24]([N:27]3[CH:28]([CH2:32][OH:33])[CH2:29][CH2:30][CH2:31]3)[CH2:25][CH2:26]2)[n:4]([CH3:18])[c:5](-[c:7]2[cH:8][c:9]([O:13][C:14]([F:15])([F:16])[F:17])[cH:10][cH:11][cH:12]2)[n:6]1. Reactants: OC1=CC=C(C=C1)C(C)=O (4'-hydroxyacetophenone), C1(=CC=CC=C1)CCCBr (3-phenylpropyl bromide), C([O-])([O-])=O.[K+].[K+] (potassium carbonate), CC(=O)C (acetone). Run in O (water). Conditions: time 8 hour. The product is C1(=CC=CC=C1)CCCOC1=CC=C(C=C1)C(C)=O (4'-(3-Phenylpropoxy)acetophenone). Isolated yield 58.1%. Reaction SMILES: [OH:1][C:2]1[CH:7]=[CH:6][C:5]([C:8](=[O:10])[CH3:9])=[CH:4][CH:3]=1.[C:11]1([CH2:17][CH2:18][CH2:19]Br)[CH:16]=[CH:15][CH:14]=[CH:13][CH:12]=1.C(=O)([O-])[O-].[K+].[K+].CC(C)=O>O>[C:11]1([CH2:17][CH2:18][CH2:19][O:1][C:2]2[CH:7]=[CH:6][C:5]([C:8](=[O:10])[CH3:9])=[CH:4][CH:3]=2)[CH:16]=[CH:15][CH:14]=[CH:13][CH:12]=1 |f:2.3.4|. Reported procedure: A mixture of 68.1 g (0.5 mole) of 4'-hydroxyacetophenone, 100.3 g (0.5 mole) of a 3-phenylpropyl bromide, 69.0 g (0.5 mole) of potassium carbonate and 500 ml of anhydrous acetone is refluxed with stirring for 8 hours. After adding 1 liter of water the product is extracted into ether, the extract is washed with water and 2 N sodium carbonate solution and dried over anhydrous sodium sulfate and the solvent is evaporated. The resulting oil (125.8 g) begins to crystallize and yields after two recrys...